From a dataset of the Open Reaction Database (ORD), a public repository of structured organic reaction records. describe an organic reaction: reactants, conditions, products, and yield The reactants are O=C([O-])O, CC(C)=O, O=C(Cl)OCc1ccccc1, Nc1ccc(C2(O)CN(C(c3ccccc3)c3ccccc3)C2)c(F)c1, [Na+], O. The product is O=C(Nc1ccc(C2(O)CN(C(c3ccccc3)c3ccccc3)C2)c(F)c1)OCc1ccccc1. RXN SMILES: [C:27](=[O:28])([OH:29])[O-:30].[CH3:43][C:44](=[O:45])[CH3:46].[Cl:32][C:33](=[O:34])[O:35][CH2:36][c:37]1[cH:38][cH:39][cH:40][cH:41][cH:42]1.[NH2:1][c:2]1[cH:3][c:4]([F:26])[c:5]([C:8]2([OH:25])[CH2:9][N:10]([CH:12]([c:13]3[cH:14][cH:15][cH:16][cH:17][cH:18]3)[c:19]3[cH:20][cH:21][cH:22][cH:23][cH:24]3)[CH2:11]2)[cH:6][cH:7]1.[Na+:31].[OH2:47]>>[NH:1]([c:2]1[cH:3][c:4]([F:26])[c:5]([C:8]2([OH:25])[CH2:9][N:10]([CH:12]([c:13]3[cH:14][cH:15][cH:16][cH:17][cH:18]3)[c:19]3[cH:20][cH:21][cH:22][cH:23][cH:24]3)[CH2:11]2)[cH:6][cH:7]1)[C:33](=[O:34])[O:35][CH2:36][c:37]1[cH:38][cH:39][cH:40][cH:41][cH:42]1. Reactants: [Al+3].[Cl-].[Cl-].[Cl-] (AlCl3), [Al+3].[Cl-].[Cl-].[Cl-] (AlCl3), C1(=CC=CC=C1)OC (anisole), N(=[N+]=[N-])CC1=CC=C(OC)C=C1.FC=1C(NC(N(C1)[C@@H]1CC[C@@H]1COCC1=CC=CC=C1)=O)=O (N3-PMB 5-fluoro-1-[cis-4-(benzyloxymethyl)cyclobutyl]uracil), C1(=CC=CC=C1)OC (anisole). Solvent: CO (MeOH). Conditions: temperature 0 celsius. Yields the product FC=1C(NC(N(C1)[C@@H]1CC[C@@H]1CO)=O)=O (5-Fluoro-1-[cis-4-(hydroxymethyl)-cyclobutyl]uracil). Reaction SMILES: [Al+3].[Cl-].[Cl-].[Cl-].C1(OC)C=CC=CC=1.N(CC1C=CC(OC)=CC=1)=[N+]=[N-].[F:25][C:26]1[C:27](=[O:46])[NH:28][C:29](=[O:45])[N:30]([C@H:32]2[C@@H:35]([CH2:36][O:37]CC3C=CC=CC=3)[CH2:34][CH2:33]2)[CH:31]=1>CO>[F:25][C:26]1[C:27](=[O:46])[NH:28][C:29](=[O:45])[N:30]([C@H:32]2[C@@H:35]([CH2:36][OH:37])[CH2:34][CH2:33]2)[CH:31]=1 |f:0.1.2.3,5.6|. Reported procedure: In a 25 mL flask with AlCl3 (1.93 g, 14.4 mmol) inside, dry anisole 5 mL was added under argon to give a light yellow solution. In another flask with N3-PMB-5-fluoro-1-[cis-4-(benzyloxymethyl)cyclobutyl]uracil (0.66 g, 1.44 mmol) inside, dry anisole 5 mL was added, after which time AlCl3 solution was added to it ver slowly at room temperature. After addition finishes, the mixture was cooled to 0° C. and dry MeOH was added slowly to give a colorless solution at the end. Then the solvents were rem... Reactants: CCCCCCC (heptane), CC1(OC[C@H](O1)CN1N=C(C=C1)NC(C)=O)C (N-[1-((R)-2,2-Dimethyl-[1,3]dioxolan-4-ylmethyl)-1H-pyrazol-3-yl]-acetamide), O (water), [OH-].[Na+] (NaOH). Run in C(C)(C)(C)OC (methyl tert-butyl ether). Run at temperature 62.5 celsius, time 3 hour. The product is CC1(OC[C@H](O1)CN1N=C(C=C1)N)C (1-((R)-2,2-Dimethyl-[1,3]dioxolan-4-ylmethyl)-1H-pyrazol-3-ylamine). Isolated yield 85.2%. As a reaction SMILES: [CH3:1][C:2]1([CH3:17])[O:6][C@H:5]([CH2:7][N:8]2[CH:12]=[CH:11][C:10]([NH:13]C(=O)C)=[N:9]2)[CH2:4][O:3]1.O.[OH-].[Na+].CCCCCCC>C(OC)(C)(C)C>[CH3:1][C:2]1([CH3:17])[O:6][C@H:5]([CH2:7][N:8]2[CH:12]=[CH:11][C:10]([NH2:13])=[N:9]2)[CH2:4][O:3]1 |f:2.3|. Reported procedure: To a 5 L glass flask equipped with a mechanical stirrer and thermometer was charged with 584 g (315 g after corrected by wt %, 1.28 mol) of N-[1-((R)-2,2-Dimethyl-[1,3]dioxolan-4-ylmethyl)-1H-pyrazol-3-yl]-acetamide and 1.2 L of purified water. The mixture was agitated at 60-65° C. for 3 h, forming a homogeneous solution. After cooling the batch to 40-45° C., 214 g (5.14 mol) of NaOH (solid) was added in portions. The mixture was agitated at 90° C. for 24 h. The mixture was cooled to 20-25° C. a...